Dataset: the Open Reaction Database (ORD), a public repository of structured organic reaction records. Task: describe an organic reaction: reactants, conditions, products, and yield Starting materials: C(CCCC)N(C(OCCl)=O)C (chloromethyl N-pentan-1-yl-N-methylcarbamate), O[C@H](C)[C@@H]1[C@@H]2N(C(=C([C@@H]2C)S\C=C/C2=C(N=CS2)CO)C(=O)[O-])C1=O.[Na+] (sodium (1R,5S,6S)-6-((1R)-1-hydroxyethyl)-2-[[(Z)-2-(4-hydroxymethyl-thiazol-5-yl)ethen-1-yl]thio]-1-methyl-1-carbapen-2-em-3-carboxylate). Yields the product O[C@H](C)[C@@H]1[C@@H]2N(C(=C([C@@H]2C)S\C=C/C2=C(N=CS2)CO)C(=O)OCOC(=O)NCCCCC)C1=O (N-Pentan-1-ylaminocarbonyloxymethyl (1R,5S,6S)-6-((1R)-1-hydroxyethyl)-2-[[(Z)-2-(4-hydroxymethylthiazol-5-yl)ethen-1-yl]thio]-1-methyl-1-carbapen-2-em-3-carboxylate). Yield: 32.1%. Reaction SMILES: [CH2:1]([N:6](C)[C:7](=[O:11])[O:8][CH2:9]Cl)[CH2:2][CH2:3][CH2:4][CH3:5].[OH:13][C@@H:14]([C@H:16]1[C:36](=[O:37])[N:18]2[C:19]([C:33]([O-:35])=[O:34])=[C:20]([S:23]/[CH:24]=[CH:25]\[C:26]3[S:30][CH:29]=[N:28][C:27]=3[CH2:31][OH:32])[C@H:21]([CH3:22])[C@H:17]12)[CH3:15].[Na+]>>[OH:13][C@@H:14]([C@H:16]1[C:36](=[O:37])[N:18]2[C:19]([C:33]([O:35][CH2:9][O:8][C:7]([NH:6][CH2:1][CH2:2][CH2:3][CH2:4][CH3:5])=[O:11])=[O:34])=[C:20]([S:23]/[CH:24]=[CH:25]\[C:26]3[S:30][CH:29]=[N:28][C:27]=3[CH2:31][OH:32])[C@H:21]([CH3:22])[C@H:17]12)[CH3:15] |f:1.2|. Procedure details: In the same manner as in step b) in Example 125, 125 mg of the title compound was prepared from 160 mg of chloromethyl N-pentan-1-yl-N-methylcarbamate and 300 mg of sodium (1R,5S,6S)-6-((1R)-1-hydroxyethyl)-2-[[(Z)-2-(4-hydroxymethyl-thiazol-5-yl)ethen-1-yl]thio]-1-methyl-1-carbapen-2-em-3-carboxylate.